From a dataset of the Open Reaction Database (ORD), a public repository of structured organic reaction records. describe an organic reaction: reactants, conditions, products, and yield Starting materials: C1=CC(=C(C=C1[C@H]2[C@H](CC=3C(=CC(=CC3O2)O)O)O)O)O (epicatechin), C1=CC(=C(C=C1[C@H]2[C@H](CC=3C(=CC(=CC3O2)O)O)O)O)O (epicatechin), C(C)O (ethanol). Yields the product O=CC1=CC(OC)=C(O)C=C1 (Vanillin). As a reaction SMILES: [CH:1]1[C:6]([C@@H:7]2[O:16]C3C=C(O)C=C(O)C=3C[C@@H]2O)=[CH:5][C:4]([OH:20])=[C:3]([OH:21])[CH:2]=1.[CH2:22](O)C>>[O:16]=[CH:7][C:6]1[CH:1]=[CH:2][C:3]([OH:21])=[C:4]([O:20][CH3:22])[CH:5]=1. Procedure: Standard epicatechin solution: Prepare fresh epicatechin stock solution at 1.0 mg/ml in 50% ethanol. RXN SMILES: [BH4-:32].[CH2:1]([c:2]1[cH:3][cH:4][cH:5][cH:6][cH:7]1)[N:8]1[C:9](=[O:27])[N:10]([CH2:20][c:21]2[cH:22][cH:23][cH:24][cH:25][cH:26]2)[CH:11]([C:17](=[O:18])[OH:19])[CH:12]1[C:13](=[O:14])[O:15][CH3:16].[CH:28]([OH:29])([CH3:30])[CH3:31].[CH:41]([Cl:42])([Cl:43])[Cl:44].[ClH:34].[Na+:33].[O:35]1[CH2:36][CH2:37][CH2:38][CH2:39]1.[OH2:40]>>[CH2:1]([c:2]1[cH:3][cH:4][cH:5][cH:6][cH:7]1)[N:8]1[C:9](=[O:27])[N:10]([CH2:20][c:21]2[cH:22][cH:23][cH:24][cH:25][cH:26]2)[CH:11]2[CH:12]1[C:13](=[O:14])[O:18][CH2:17]2. Product: O=C1OCC2C1N(Cc1ccccc1)C(=O)N2Cc1ccccc1. Reactants: [BH4-], COC(=O)C1C(C(=O)O)N(Cc2ccccc2)C(=O)N1Cc1ccccc1, CC(C)O, ClC(Cl)Cl, Cl, [Na+], C1CCOC1, O. Reactants: ClC1=CC(=C(NC2=CSC=C2C#N)C=C1)[N+](=O)[O-] (3-(4-Chloro-2-nitroanilino)-thiophene-4-nitrile), C(C)(=O)OCC (ethyl acetate). Reagents/catalysts: [Pd] (palladium/charcoal). The solvent is C(C)O (ethanol). Product: ClC1=CC(=C(NC2=CSC=C2C#N)C=C1)N (3-(4-Chloro-2-aminoanilino)-thiophene-4-nitrile). As a reaction SMILES: [Cl:1][C:2]1[CH:15]=[CH:14][C:5]([NH:6][C:7]2[C:11]([C:12]#[N:13])=[CH:10][S:9][CH:8]=2)=[C:4]([N+:16]([O-])=O)[CH:3]=1.C(OCC)(=O)C>C(O)C.[Pd]>[Cl:1][C:2]1[CH:15]=[CH:14][C:5]([NH:6][C:7]2[C:11]([C:12]#[N:13])=[CH:10][S:9][CH:8]=2)=[C:4]([NH2:16])[CH:3]=1. Reported procedure: 3-(4-Chloro-2-nitroanilino)-thiophene-4-nitrile (17.18 g, 0.06 mol) was hydrogenated in ethanol (300 ml) and ethyl acetate (100 ml) using a palladium/charcoal catalyst (3.5 g, 10%) in a Parr hydrogenator to give 3-(4-Chloro-2-aminoanilino)-thiophene-4-nitrile. After two hours, the reaction was complete, the catalyst was filtered off and the solution was evaporated to dryness under vacuum. Starting materials: N[C@H](CC(=O)OC)C=1C=C2CCCN(C2=CC1)C(=O)OC(C)(C)C (methyl (R) 3-amino-3-(1-boc-1,2,3,4-tetrahydro-quinolin-6-yl)-propionate), C1(CCCC(=O)O1)=O (glutaric anhydride), O1CCCC1 (tetrahydrofuran). Reaction conditions: time 4 hour. The product is N1CCCC2=CC(=CC=C12)[C@@H](CC(=O)OC)NC(=O)CCCC(=O)OC (Methyl (R) 4-[1-(1,2,3,4-Tetrahydro-quinolin-6-yl)-2-methoxycarbonyl-ethylcarbamoyl]-butyrate). As a reaction SMILES: [NH2:1][C@@H:2]([C:8]1[CH:9]=[C:10]2[C:15](=[CH:16][CH:17]=1)[N:14](C(OC(C)(C)C)=O)[CH2:13][CH2:12][CH2:11]2)[CH2:3][C:4]([O:6][CH3:7])=[O:5].[C:25]1(=[O:32])[O:31][C:29](=[O:30])[CH2:28][CH2:27][CH2:26]1.O1CCC[CH2:34]1>>[NH:14]1[C:15]2[C:10](=[CH:9][C:8]([C@H:2]([NH:1][C:29]([CH2:28][CH2:27][CH2:26][C:25]([O:31][CH3:34])=[O:32])=[O:30])[CH2:3][C:4]([O:6][CH3:7])=[O:5])=[CH:17][CH:16]=2)[CH2:11][CH2:12][CH2:13]1. Reported procedure: A stirred solution of methyl (R) 3-amino-3-(1-boc-1,2,3,4-tetrahydro-quinolin-6-yl)-propionate (1.7 g, Reference Example 14) in tetrahydrofuran (50 ml) was treated with glutaric anhydride. After stirring for 4 hours the mixture was evaporated to dryness the residue was dissolved in methanol (40 ml) and treated with conc. sulphuric acid (20 drops). This solution was stirred at reflux for 3 hours and then allowed to stand at room temperature overnight. After the addition of solid sodium bicarbonat... Reactants: C1(=CC=CC=C1)C=1C=CC=C(C1C(=O)O)O (6-phenylsalicylic acid), COC1=NC(=NC(=C1)OC)S(=O)(=O)C (4,6-dimethoxy-2-methylsulfonylpyrimidine), [H-].[Na+] (sodium hydride), C1(=CC=CC=C1)C=1C=CC=C(C1C(=O)O)O (6-phenylsalicylic acid), COC1=NC(=NC(=C1)OC)S(=O)(=O)C (4,6-dimethoxy-2-methylsulfonylpyrimidine), [H-].[Na+] (sodium hydride). Solvent: O1CCCC1 (tetrahydrofuran), O1CCCC1 (tetrahydrofuran). Product: C1(=CC=CC=C1)C1=CC=CC(=C1C(=O)O)OC1=NC(=CC(=N1)OC)OC (6-phenyl-2-(4,6-dimethoxypyrimidin-2-yloxy)benzoic acid). Yield: 160.8%. Reaction SMILES: [C:1]1([C:7]2[CH:8]=[CH:9][CH:10]=[C:11]([OH:16])[C:12]=2[C:13]([OH:15])=[O:14])[CH:6]=[CH:5][CH:4]=[CH:3][CH:2]=1.[CH3:17][O:18][C:19]1[CH:24]=[C:23]([O:25][CH3:26])[N:22]=[C:21](S(C)(=O)=O)[N:20]=1.[H-].[Na+]>O1CCCC1>[C:1]1([C:7]2[C:12]([C:13]([OH:15])=[O:14])=[C:11]([O:16][C:21]3[N:22]=[C:23]([O:25][CH3:26])[CH:24]=[C:19]([O:18][CH3:17])[N:20]=3)[CH:10]=[CH:9][CH:8]=2)[CH:2]=[CH:3][CH:4]=[CH:5][CH:6]=1 |f:2.3|. Procedure: This compound was prepared in a manner analogous to that of Example 5, Step D, using 0.5 gram (0.003 mole) of 6-phenylsalicylic acid, 0.6 gram (0.003 mole) of 4,6-dimethoxy-2-methylsulfonylpyrimidine, and 0.3 gram (0.005 mole) of 50% sodium hydride in mineral oil in 60 mL of tetrahydrofuran. This reaction mixture was combined with a second reaction mixture of 1.7 grams (0.008 mole) of 6-phenylsalicylic acid, 1.7 grams (.008 mole) of 4,6-dimethoxy-2-methylsulfonylpyrimidine and 0.8 gram (0.016 mo... Reactants: CC(C)Nc1cc(Br)ccc1C(=O)O, O=C([O-])[O-], CI, CN(C)C=O, [K+], [K+], O. Product: COC(=O)c1ccc(Br)cc1NC(C)C. As a reaction SMILES: [Br:1][c:2]1[cH:3][c:4]([NH:11][CH:12]([CH3:13])[CH3:14])[c:5]([C:6](=[O:7])[OH:8])[cH:9][cH:10]1.[C:15](=[O:16])([O-:17])[O-:18].[CH3:21][I:22].[CH3:24][N:25]([CH3:26])[CH:27]=[O:28].[K+:19].[K+:20].[OH2:23]>>[Br:1][c:2]1[cH:3][c:4]([NH:11][CH:12]([CH3:13])[CH3:14])[c:5]([C:6](=[O:7])[O:8][CH3:15])[cH:9][cH:10]1. Starting materials: C(CCC)OC1=NC(=C2N=C(N(C2=N1)CCCC1CNCCC1)OC)N (2-(butyloxy)-8-(methyloxy)-9-[3-(3-piperidinyl)propyl]-9H-purin-6-amine), IC(C)C1CCCCC1 ((1-iodoethyl)cyclohexane). Product: NC1=C2NC(N(C2=NC(=N1)OCCCC)CCCC1CN(CCC1)CCC1CCCCC1)=O (6-Amino-2-(butyloxy)-9-{3-[1-(2-cyclohexylethyl)-3-piperidinyl]propyl}-7,9-dihydro-8H-purin-8-one). Reaction SMILES: [CH2:1]([O:5][C:6]1[N:14]=[C:13]2[C:9]([N:10]=[C:11]([O:24]C)[N:12]2[CH2:15][CH2:16][CH2:17][CH:18]2[CH2:23][CH2:22][CH2:21][NH:20][CH2:19]2)=[C:8]([NH2:26])[N:7]=1)[CH2:2][CH2:3][CH3:4].I[CH:28]([CH:30]1[CH2:35][CH2:34][CH2:33][CH2:32][CH2:31]1)[CH3:29]>>[NH2:26][C:8]1[N:7]=[C:6]([O:5][CH2:1][CH2:2][CH2:3][CH3:4])[N:14]=[C:13]2[C:9]=1[NH:10][C:11](=[O:24])[N:12]2[CH2:15][CH2:16][CH2:17][CH:18]1[CH2:23][CH2:22][CH2:21][N:20]([CH2:29][CH2:28][CH:30]2[CH2:35][CH2:34][CH2:33][CH2:32][CH2:31]2)[CH2:19]1. Procedure: Prepared similarly to Example 14 from 2-(butyloxy)-8-(methyloxy)-9-[3-(3-piperidinyl)propyl]-9H-purin-6-amine and (1-iodoethyl)cyclohexane. The reactants are [Br-], COc1ccc([Mg+])cc1, O=C1CCN(C2=NC(Cc3ccc4ccccc4c3)C(=O)Nc3ccc(Cl)cc32)CC1, C1CCOC1. Product: COc1ccc(C2(O)CCN(C3=NC(Cc4ccc5ccccc5c4)C(=O)Nc4ccc(Cl)cc43)CC2)cc1. As a reaction SMILES: [Br-:32].[CH3:33][O:34][c:35]1[cH:36][cH:37][c:38]([Mg+:41])[cH:39][cH:40]1.[Cl:1][c:2]1[cH:3][c:4]2[c:5]([cH:30][cH:31]1)[NH:6][C:7](=[O:29])[CH:8]([CH2:18][c:19]1[cH:20][c:21]3[cH:22][cH:23][cH:24][cH:25][c:26]3[cH:27][cH:28]1)[N:9]=[C:10]2[N:11]1[CH2:12][CH2:13][C:14](=[O:17])[CH2:15][CH2:16]1.[O:42]1[CH2:43][CH2:44][CH2:45][CH2:46]1>>[Cl:1][c:2]1[cH:3][c:4]2[c:5]([cH:30][cH:31]1)[NH:6][C:7](=[O:29])[CH:8]([CH2:18][c:19]1[cH:20][c:21]3[cH:22][cH:23][cH:24][cH:25][c:26]3[cH:27][cH:28]1)[N:9]=[C:10]2[N:11]1[CH2:12][CH2:13][C:14]([OH:17])([c:38]2[cH:37][cH:36][c:35]([O:34][CH3:33])[cH:40][cH:39]2)[CH2:15][CH2:16]1. Starting materials: OC1=CC=C(C=O)C=C1 (4-hydroxybenzaldehyde), ICCCCC (1-iodopentane), CC(C)(C)[N+](=O)[O-] (2-methyl-2-nitropropane). The product is C(CCCC)OC1=CC=C(C=C1)C=[N+]([O-])C(C)(C)C (α-(4-Pentyloxyphenyl)-N-tert-butylnitrone). RXN SMILES: [OH:1][C:2]1[CH:9]=[CH:8][C:5]([CH:6]=O)=[CH:4][CH:3]=1.I[CH2:11][CH2:12][CH2:13][CH2:14][CH3:15].[CH3:16][C:17]([N+:20]([O-])=[O:21])([CH3:19])[CH3:18]>>[CH2:11]([O:1][C:2]1[CH:9]=[CH:8][C:5]([CH:6]=[N+:20]([C:17]([CH3:19])([CH3:18])[CH3:16])[O-:21])=[CH:4][CH:3]=1)[CH2:12][CH2:13][CH2:14][CH3:15]. Procedure details: The title compound was prepared according to the procedure described in Example 2 using 4-hydroxybenzaldehyde, 1-iodopentane and 2-methyl-2-nitropropane. The title compound was isolated in 75% overall yield as a solid, m.p. 43.2° C. The reactants are C1(CCCCC1)C1NCCC2=C1N=CN2 (4-cyclohexyl-4,5,6,7-tetrahydro-imidazo-[4,5-c]-pyridine), CN=C=S (methyl isothiocyanate). The solvent is C(C)#N (acetonitrile). Product: C1(CCCCC1)C1N(CCC2=C1N=CN2)C(NC)=S (4-Cyclohexyl-5-(N-methyl-thiocarbamoyl)-4,5,6,7-tetrahydro-imidazo-[4,5-c]-pyridine). Reaction SMILES: [CH:1]1([CH:7]2[C:12]3[N:13]=[CH:14][NH:15][C:11]=3[CH2:10][CH2:9][NH:8]2)[CH2:6][CH2:5][CH2:4][CH2:3][CH2:2]1.[CH3:16][N:17]=[C:18]=[S:19]>C(#N)C>[CH:1]1([CH:7]2[C:12]3[N:13]=[CH:14][NH:15][C:11]=3[CH2:10][CH2:9][N:8]2[C:18](=[S:19])[NH:17][CH3:16])[CH2:2][CH2:3][CH2:4][CH2:5][CH2:6]1. Reported procedure: Operating as in Example 14, 15.5 g of 4-cyclohexyl-4,5,6,7-tetrahydro-imidazo-[4,5-c]-pyridine, m.p. 150°, are obtained from 18.4 g of histamine dihydrochloride and 24.4 ml of hexahydrobenzaldehyde. A solution of 2.05 g of 4-cyclohexyl-4,5,6,7-tetrahydro-imidazo-[4,5-c]-pyridine and 1.1 g of methyl isothiocyanate in 30 ml of acetonitrile is refluxed for 5 h. The solution is cooled and filtered, and 2.50 g of the title compound, m.p. 232°, are collected.